From a dataset of the Open Reaction Database (ORD), a public repository of structured organic reaction records. describe an organic reaction: reactants, conditions, products, and yield Starting materials: [H-].[Na+] (sodium hydride), C(C)ON=C(C)C1=CC2=C(N(C=N2)C2=CC(=CC=C2)C=2C=NC=CC2)C=C1 (5-Acetyl-1-(3-(3-pyridyl)phenyl)benzimidazole O-ethyl oxime), BrC(C)C (2-Bromopropane). The solvent is O (water), CN(C)C=O (DMF). Run at temperature 35 celsius, time 30 minute. The product is C(C)(C)ON=C(C)C1=CC2=C(N(C=N2)C2=CC(=CC=C2)C=2C=NC=CC2)C=C1 (5-Acetyl-1-(3-(3-pyridyl)phenyl)benzimidazole O-iso-propyl oxime). Yield: 33.2%. Reaction SMILES: [CH2:1]([O:3][N:4]=[C:5]([C:7]1[CH:27]=[CH:26][C:10]2[N:11]([C:14]3[CH:19]=[CH:18][CH:17]=[C:16]([C:20]4[CH:21]=[N:22][CH:23]=[CH:24][CH:25]=4)[CH:15]=3)[CH:12]=[N:13][C:9]=2[CH:8]=1)[CH3:6])[CH3:2].[H-].[Na+].Br[CH:31](C)C>CN(C=O)C.O>[CH:1]([O:3][N:4]=[C:5]([C:7]1[CH:27]=[CH:26][C:10]2[N:11]([C:14]3[CH:19]=[CH:18][CH:17]=[C:16]([C:20]4[CH:21]=[N:22][CH:23]=[CH:24][CH:25]=4)[CH:15]=3)[CH:12]=[N:13][C:9]=2[CH:8]=1)[CH3:6])([CH3:31])[CH3:2] |f:1.2|. Procedure details: To a suspension of 33i (Example 14) (0.4 g, 1.22 mmol) in dry DMF (5 ml) is added sodium hydride (50 mg of a 60% dispersion in mineral oil). The mixture is stirred at 30-40° C. for 30 min. 2-Bromopropane (0.14 ml, 1.49 mmol) is added and the mixture is stirred at 40° C. over night. After cooling the mixture is diluted with 4 volumes of water and extracted with dichloromethane. The organic extract is concentrated and eluted through silica gel with ethyl acetate to yield 0.15 g 33j (33%). Mp 77-80... RXN SMILES: [CH3:1][O:2][c:3]1[cH:4][cH:5][c:6]([CH:7]=[O:8])[cH:9][cH:10]1.[Cl:23][CH2:24][Cl:25].[NH2:11][CH2:12][CH2:13][c:14]1[cH:15][nH:16][c:17]2[cH:18][cH:19][cH:20][cH:21][c:22]12>>[CH3:1][O:2][c:3]1[cH:4][cH:5][c:6]([CH:7]2[NH:11][CH2:12][CH2:13][c:14]3[c:15]2[nH:16][c:17]2[cH:18][cH:19][cH:20][cH:21][c:22]32)[cH:9][cH:10]1. The product is COc1ccc(C2NCCc3c2[nH]c2ccccc32)cc1. Reactants: COc1ccc(C=O)cc1, ClCCl, NCCc1c[nH]c2ccccc12.